Dataset: the Open Reaction Database (ORD), a public repository of structured organic reaction records. Task: describe an organic reaction: reactants, conditions, products, and yield Reactants: CO, COC(=O)c1cc(O)c2ccc(C)cc2n1, [Li+], [OH-], O. Product: Cc1ccc2c(O)cc(C(=O)O)nc2c1. RXN SMILES: [CH3:19][OH:20].[CH3:1][c:2]1[cH:3][cH:4][c:5]2[c:6]([OH:16])[cH:7][c:8]([C:12](=[O:13])[O:14][CH3:15])[n:9][c:10]2[cH:11]1.[Li+:18].[OH-:17].[OH2:21]>>[CH3:1][c:2]1[cH:3][cH:4][c:5]2[c:6]([OH:16])[cH:7][c:8]([C:12](=[O:13])[OH:14])[n:9][c:10]2[cH:11]1. Starting materials: C(C)(C)(C)OC(=O)N1CCC(CC1)N1N=CC=2C1=NC=NC2Cl (4-(4-chloro-pyrazolo[3,4-d]pyrimidin-1-yl)-piperidine-1-carboxylic acid tert-butyl ester), C(C)(C)(C)OC(=O)N1CCC(CC1)N1N=CC=2C1=NC=NC2Cl (4-(4-chloro-pyrazolo[3,4-d]pyrimidin-1-yl)-piperidine-1-carboxylic acid tert-butyl ester), FC1=C(N)C=C(C(=C1)F)F (2,4,5-trifluoroaniline). The product is C(C)(C)(C)OC(=O)N1CCC(CC1)N1N=CC=2C1=NC=NC2NC2=C(C=C(C(=C2)F)F)F (4-[4-(2,4,5-Trifluoro-phenylamino)-pyrazolo[3,4-d]pyrimidin-1-yl]-piperidine-1-carboxylic acid tert-butyl ester). Reaction SMILES: [C:1]([O:5][C:6]([N:8]1[CH2:13][CH2:12][CH:11]([N:14]2[C:18]3=[N:19][CH:20]=[N:21][C:22](Cl)=[C:17]3[CH:16]=[N:15]2)[CH2:10][CH2:9]1)=[O:7])([CH3:4])([CH3:3])[CH3:2].[F:24][C:25]1[CH:31]=[C:30]([F:32])[C:29]([F:33])=[CH:28][C:26]=1[NH2:27]>>[C:1]([O:5][C:6]([N:8]1[CH2:13][CH2:12][CH:11]([N:14]2[C:18]3=[N:19][CH:20]=[N:21][C:22]([NH:27][C:26]4[CH:28]=[C:29]([F:33])[C:30]([F:32])=[CH:31][C:25]=4[F:24])=[C:17]3[CH:16]=[N:15]2)[CH2:10][CH2:9]1)=[O:7])([CH3:4])([CH3:3])[CH3:2]. Procedure details: 4-[4-(2,4,5-Trifluoro-phenylamino)-pyrazolo[3,4-d]pyrimidin-1-yl]-piperidine-1-carboxylic acid tert-butyl ester was prepared according to General Procedure C by the reaction of 4-(4-chloro-pyrazolo[3,4-d]pyrimidin-1-yl)-piperidine-1-carboxylic acid tert-butyl ester (Intermediate 19) with 2,4,5-trifluoroaniline (available from Oakwood Products, Inc., West Columbia, S.C., USA). 1H NMR (400 MHz, DMSO-d6) δ 1.43 (s, 9H), 1.91-1.99 (m, 4H), 2.95-3.05 (m, 2H), 4.00-4.10 (m, 2H), 4.88-4.93 (m, 1H), 7.7... Starting materials: CC1(OC2=CC=C(C=C2C(C1)N(S(=O)(=O)C)CC)O)C (N-[2,2-dimethyl-6-hydroxychroman-4-yl]-N-ethylmethane-sulfonamide), C([O-])([O-])=O.[K+].[K+] (potassium carbonate), BrCCCCC(=O)OCC (ethyl 5-bromovalerate). Run in CC(=O)N(C)C (DMA). Reaction conditions: temperature 120 celsius, time 120 minute. Yields the product C(C)N(C1CC(OC2=CC=C(C=C12)OC(CCC(=O)OCC)C)(C)C)S(=O)(=O)C (Ethyl 4-[4-(ethylmethanesulfonylamino)-2,2-dimethylchroman-6-yloxy]valerate). Reaction SMILES: [CH3:1][C:2]1([CH3:20])[CH2:11][CH:10]([N:12]([CH2:17][CH3:18])[S:13]([CH3:16])(=[O:15])=[O:14])[C:9]2[C:4](=[CH:5][CH:6]=[C:7]([OH:19])[CH:8]=2)[O:3]1.C(=O)([O-])[O-].[K+].[K+].Br[CH2:28][CH2:29][CH2:30][CH2:31][C:32]([O:34][CH2:35][CH3:36])=[O:33]>CC(N(C)C)=O>[CH2:17]([N:12]([S:13]([CH3:16])(=[O:15])=[O:14])[CH:10]1[C:9]2[C:4](=[CH:5][CH:6]=[C:7]([O:19][CH:29]([CH3:28])[CH2:30][CH2:31][C:32]([O:34][CH2:35][CH3:36])=[O:33])[CH:8]=2)[O:3][C:2]([CH3:1])([CH3:20])[CH2:11]1)[CH3:18] |f:1.2.3|. Procedure: 1.5 g (5 mmol) of N-[2,2-dimethyl-6-hydroxychroman-4-yl]-N-ethylmethane-sulfonamide (Example 1g) were stirred at 80° C. for 30 min with 0.7 g of powdered potassium carbonate in 75 ml of DMA. 0.8 ml (5 mmol) of ethyl 5-bromovalerate was then added and the mixture was stirred at 120° C. for 120 min. After reaction was complete (TLC), the mixture was concentrated in vac., treated with ice water and aqueous hydrochloric acid and a crystalline crude product was obtained, which was chromatographed on ... Reactants: COC(C1=CN=C(C=C1)C(=O)N1CCN(CC1)C1=NC=CC=C1NCC(C)C)=O (6-[1-[3-(isobutylamino)-2-pyridyl]piperazin-4-yl-carbonyl]nicotinic acid methyl ester), COCCN (2-methoxyethylamine). The product is C(C(C)C)NC=1C(=NC=CC1)N1CCN(CC1)C(=O)C1=NC=C(C=C1)C(NCCOC)=O (2-[1-[3-(isobutylamino)-2-pyridyl]piperazin-4-yl-carbonyl]-5-[N-(2-methoxyethyl)carbamoyl]-pyridine). The yield is 65.0%. Reaction SMILES: CO[C:3](=[O:29])[C:4]1[CH:9]=[CH:8][C:7]([C:10]([N:12]2[CH2:17][CH2:16][N:15]([C:18]3[C:23]([NH:24][CH2:25][CH:26]([CH3:28])[CH3:27])=[CH:22][CH:21]=[CH:20][N:19]=3)[CH2:14][CH2:13]2)=[O:11])=[N:6][CH:5]=1.[CH3:30][O:31][CH2:32][CH2:33][NH2:34]>>[CH2:25]([NH:24][C:23]1[C:18]([N:15]2[CH2:16][CH2:17][N:12]([C:10]([C:7]3[CH:8]=[CH:9][C:4]([C:3](=[O:29])[NH:34][CH2:33][CH2:32][O:31][CH3:30])=[CH:5][N:6]=3)=[O:11])[CH2:13][CH2:14]2)=[N:19][CH:20]=[CH:21][CH:22]=1)[CH:26]([CH3:28])[CH3:27]. Procedure: By the same procedure as described in the example 25, the synthesis was carried out starting with 6-[1-[3-(isobutylamino)-2-pyridyl]piperazin-4-yl-carbonyl]nicotinic acid methyl ester and using 2-methoxyethylamine. And then, the product was recrystallized with isopropanol to give a desired compound. Starting materials: CO, NC1CC1, CC12CCC3C(CC=C4C(F)(F)C(OC5CCCCO5)CCC43C)C1CCC2=O. The product is CC12CCC(OC3CCCCO3)C(F)(F)C1=CCC1C2CCC2(C)C(=NC3CC3)CCC12. Reaction SMILES: [CH3:34][OH:35].[CH:30]1([NH2:33])[CH2:31][CH2:32]1.[F:1][C:2]1([F:29])[C:3]2=[CH:4][CH2:5][CH:6]3[CH:7]4[CH2:8][CH2:9][C:10](=[O:28])[C:11]4([CH3:12])[CH2:13][CH2:14][CH:15]3[C:16]2([CH3:27])[CH2:17][CH2:18][CH:19]1[O:20][CH:21]1[O:22][CH2:23][CH2:24][CH2:25][CH2:26]1>>[F:1][C:2]1([F:29])[C:3]2=[CH:4][CH2:5][CH:6]3[CH:7]4[CH2:8][CH2:9][C:10](=[N:33][CH:30]5[CH2:31][CH2:32]5)[C:11]4([CH3:12])[CH2:13][CH2:14][CH:15]3[C:16]2([CH3:27])[CH2:17][CH2:18][CH:19]1[O:20][CH:21]1[O:22][CH2:23][CH2:24][CH2:25][CH2:26]1. Starting materials: Cl(=O)[O-].[Na+] (sodium chlorite), O.P(=O)(O)(O)[O-].[Na+] (sodium dihydrogen phosphate monohydrate), ClC=1N=C(NC1C=O)CCCC (4-chloro-2-butyl-1H-imidazole-5-carbaldehyde), CC(C)=CC (2-methyl-2-butene), solution. RXN SMILES: Cl([O-])=O.[Na+].[OH2:5].P([O-])(O)(O)=O.[Na+].[Cl:12][C:13]1[N:14]=[C:15]([CH2:20][CH2:21][CH2:22][CH3:23])[NH:16][C:17]=1[CH:18]=[O:19].CC(=CC)C>O.C1COCC1.C(O)(C)(C)C>[CH2:20]([C:15]1[NH:16][C:17]([C:18]([OH:5])=[O:19])=[C:13]([Cl:12])[N:14]=1)[CH2:21][CH2:22][CH3:23] |f:0.1,2.3.4|. Product: C(CCC)C=1NC(=C(N1)Cl)C(=O)O (2-butyl-4-chloro-1H-imidazole-5-carboxylic acid). Procedure: A solution of sodium chlorite (2.0 g, 21.6 mmol) and sodium dihydrogen phosphate monohydrate (1.8 g, 12.9 mmol) in water (4.8 mL) was added to a stirred solution of 4-chloro-2-butyl-1H-imidazole-5-carbaldehyde (0.400 g, 2.1 mmol), 2-methyl-2-butene (13.4 mL of a 2M solution in THF, 26.8 mmol), and tert-butanol (1.6 mL) in THF (6.7 mL). The reaction mixture was stirred at RT for 12 h. The aqueous phase was separated and extracted with EtOAc (4×40 mL). The combined extracts were dried (Na2SO4), fi... The solvent is O (water), C1CCOC1 (THF), C1CCOC1 (THF), C(C)(C)(C)O (tert-butanol). Reaction conditions: time 12 hour. Yield: 96.6%. Starting materials: B(Br)(Br)Br (Boron tribromide), C1(CC1)C1=CC2=C(OCCN2C(=O)C2=CC(=C(C(=C2)Br)OC)Br)N=C1 ((7-cyclopropyl-2,3-dihydro-pyrido[2,3-b][1,4]oxazin-1-yl)-(3,5-dibromo-4-methoxy-phenyl)-methanone), [OH-].[Na+] (sodium hydroxide). The solvent is ClCCl (dichloromethane), ClCCl (dichloromethane). Run at time 16 hour. Product: C1(CC1)C1=CC2=C(OCCN2C(=O)C2=CC(=C(C(=C2)Br)O)Br)N=C1 ((7-cyclopropyl-2,3-dihydro-pyrido[2,3-b][1,4]oxazin-1-yl)-(3,5-dibromo-4-hydroxy-phenyl)-methanone). Isolated yield 77.7%. As a reaction SMILES: [CH:1]1([C:4]2[CH:25]=[N:24][C:7]3[O:8][CH2:9][CH2:10][N:11]([C:12]([C:14]4[CH:19]=[C:18]([Br:20])[C:17]([O:21]C)=[C:16]([Br:23])[CH:15]=4)=[O:13])[C:6]=3[CH:5]=2)[CH2:3][CH2:2]1.B(Br)(Br)Br.[OH-].[Na+]>ClCCl>[CH:1]1([C:4]2[CH:25]=[N:24][C:7]3[O:8][CH2:9][CH2:10][N:11]([C:12]([C:14]4[CH:15]=[C:16]([Br:23])[C:17]([OH:21])=[C:18]([Br:20])[CH:19]=4)=[O:13])[C:6]=3[CH:5]=2)[CH2:2][CH2:3]1 |f:2.3|. Procedure details: To a 10 ml flask, (7-cyclopropyl-2,3-dihydro-pyrido[2,3-b][1,4]oxazin-1-yl)-(3,5-dibromo-4-methoxy-phenyl)-methanone (9.0 mg, 0.019 mmol) was dissolved in dichloromethane, and then cooled to 0□. 1.0M Boron tribromide dissolved in dichloromethane (0.2 ml*2, 0.203 mmol) was added thereto and then stirred at room temperature for 16 hours. The pH was adjusted to 6 with 1N sodium hydroxide solution and the reaction mixture was extracted with dichloromethane, and the combined organic layer was dried o... Starting materials: CC1=C(C(=CC(=C1)C)C)S(=O)(=O)Cl (2,4,6-trimethylbenzene-1-sulfonyl chloride), CO (methanol), [OH-].[Na+] (NaOH), CO (methanol). Product: CC1=C(C(=CC(=C1)C)C)S(=O)(=O)OC (methyl 2,4,6-trimethylbenzenesulfonate). Isolated yield 96.0%. Reaction SMILES: [CH3:1][C:2]1[CH:7]=[C:6]([CH3:8])[CH:5]=[C:4]([CH3:9])[C:3]=1[S:10](Cl)(=[O:12])=[O:11].[OH-:14].[Na+].[CH3:16]O>>[CH3:1][C:2]1[CH:7]=[C:6]([CH3:8])[CH:5]=[C:4]([CH3:9])[C:3]=1[S:10]([O:12][CH3:16])(=[O:14])=[O:11] |f:1.2|. Reported procedure: to a solution of 2,4,6-trimethylbenzene-1-sulfonyl chloride (30 g, 0.136 mol) dissolved in methanol (350 ml), a solution of NaOH (5.49 g, 0.136 mol, 1 equiv.) dissolved in methanol (60 ml) was added dropwise. White NaCl was precipitated and filtered to remove NaCl, and the filtered solution was evaporated, followed by extraction with water and methylene chloride, and the organic layer was obtained, evaporated the solvent therefrom and then dried in a vacuum, affording a white solid at a yield of... The reactants are C(C1=CC=CC=C1)(=O)NCC(=O)O (N-benzoyl glycine), ClC1=CC=C(C=C1)N1CCNCC1 (4-chlorophenyl piperazine), C=1C=CC2=C(C1)N=NN2O (HOBt), C(CCl)Cl (EDC), CCN(C(C)C)C(C)C (DIPEA). The solvent is CN(C)C=O (DMF). Reaction conditions: time 12 hour. Product: ClC1=CC=C(C=C1)N1CCN(CC1)C(CNC(C1=CC=CC=C1)=O)=O (N-(2-(4-(4-chlorophenyl)piperazin-1-yl)-2-oxoethyl)benzamide). As a reaction SMILES: [C:1]([NH:9][CH2:10][C:11]([OH:13])=O)(=[O:8])[C:2]1[CH:7]=[CH:6][CH:5]=[CH:4][CH:3]=1.[Cl:14][C:15]1[CH:20]=[CH:19][C:18]([N:21]2[CH2:26][CH2:25][NH:24][CH2:23][CH2:22]2)=[CH:17][CH:16]=1.C1C=CC2N(O)N=NC=2C=1.C(Cl)CCl.CCN(C(C)C)C(C)C>CN(C=O)C>[Cl:14][C:15]1[CH:16]=[CH:17][C:18]([N:21]2[CH2:26][CH2:25][N:24]([C:11](=[O:13])[CH2:10][NH:9][C:1](=[O:8])[C:2]3[CH:3]=[CH:4][CH:5]=[CH:6][CH:7]=3)[CH2:23][CH2:22]2)=[CH:19][CH:20]=1. Procedure details: To a solution of N-benzoyl glycine (1.2 equiv.), 4-chlorophenyl piperazine (1 equiv), HOBt (1.2 equiv) and EDC (1.2 equiv) in DMF was added DIPEA (1.2 equiv). Upon completion of addition the resulting mixture was stirred for 12 h. After this time, the mixture was purified directly via preparative HPLC to provide Example 31. MS found 358.3 (M+H).